Dataset: the Open Reaction Database (ORD), a public repository of structured organic reaction records. Task: describe an organic reaction: reactants, conditions, products, and yield The reactants are N1[C@@H](CCC1)CN1C2=C(S(CC3=C1C=CC=C3)(=O)=O)C=CC=C2 ((S)-5,11-dihydro-5-(2-pyrrolidinylmethyl)dibenzo[b,e][1,4]thiazepine-10,10-dioxide), OC1=CC=C(CCBr)C=C1 (4-hydroxyphenethyl bromide). Product: OC1=CC=C(CCN2[C@@H](CCC2)CN2C3=C(S(CC4=C2C=CC=C4)(=O)=O)C=CC=C3)C=C1 ((S)-5,11-Dihydro-5-[1-(4-hydroxyphenethyl)-2-pyrrolidinylmethyl]dibenzo[b,e][1,4]thiazepine-10,10-dioxide). RXN SMILES: [NH:1]1[CH2:5][CH2:4][CH2:3][C@H:2]1[CH2:6][N:7]1[C:13]2[CH:14]=[CH:15][CH:16]=[CH:17][C:12]=2[CH2:11][S:10](=[O:19])(=[O:18])[C:9]2[CH:20]=[CH:21][CH:22]=[CH:23][C:8]1=2.[OH:24][C:25]1[CH:33]=[CH:32][C:28]([CH2:29][CH2:30]Br)=[CH:27][CH:26]=1>>[OH:24][C:25]1[CH:33]=[CH:32][C:28]([CH2:29][CH2:30][N:1]2[CH2:5][CH2:4][CH2:3][C@H:2]2[CH2:6][N:7]2[C:13]3[CH:14]=[CH:15][CH:16]=[CH:17][C:12]=3[CH2:11][S:10](=[O:19])(=[O:18])[C:9]3[CH:20]=[CH:21][CH:22]=[CH:23][C:8]2=3)=[CH:27][CH:26]=1. Procedure: This was obtained by reacting (S)-5,11-dihydro-5-(2-pyrrolidinylmethyl)dibenzo[b,e][1,4]thiazepine-10,10-dioxide (see Preparation 20) and 4-hydroxyphenethyl bromide by a similar method to that described in Example 28. The title compound was obtained as a colourless oil, (60 mg, 29%).